From a dataset of the Open Reaction Database (ORD), a public repository of structured organic reaction records. describe an organic reaction: reactants, conditions, products, and yield Reactants: ClC=1C=C(C=CC1C)NC(=O)C1=CC(=CC=2NC(=NC21)N(C)C)NC(=O)C2=C(C=CC(=C2)Cl)Cl (N-(3-chloro-4-methylphenyl)-6-{[(2,5-dichlorophenyl)carbonyl]amino}-2-(dimethylamino)-1H-benzimidazole-4-carboxamide), CS(=O)(=O)O (methanesulfonic acid). The solvent is CO (MeOH). Conditions: time 30 minute. Product: CS(=O)(=O)O.ClC=1C=C(C=CC1C)NC(=O)C1=CC(=CC=2NC(=NC21)N(C)C)NC(=O)C2=C(C=CC(=C2)Cl)Cl (N-(3-Chloro-4-methylphenyl)-6-{[(2,5-dichlorophenyl)carbonyl]amino}-2-(dimethylamino)-1H-benzimidazole-4-carboxamide methanesulfonate). Reaction SMILES: [Cl:1][C:2]1[CH:3]=[C:4]([NH:9][C:10]([C:12]2[C:20]3[N:19]=[C:18]([N:21]([CH3:23])[CH3:22])[NH:17][C:16]=3[CH:15]=[C:14]([NH:24][C:25]([C:27]3[CH:32]=[C:31]([Cl:33])[CH:30]=[CH:29][C:28]=3[Cl:34])=[O:26])[CH:13]=2)=[O:11])[CH:5]=[CH:6][C:7]=1[CH3:8].[CH3:35][S:36]([OH:39])(=[O:38])=[O:37]>CO>[CH3:35][S:36]([OH:39])(=[O:38])=[O:37].[Cl:1][C:2]1[CH:3]=[C:4]([NH:9][C:10]([C:12]2[C:20]3[N:19]=[C:18]([N:21]([CH3:22])[CH3:23])[NH:17][C:16]=3[CH:15]=[C:14]([NH:24][C:25]([C:27]3[CH:32]=[C:31]([Cl:33])[CH:30]=[CH:29][C:28]=3[Cl:34])=[O:26])[CH:13]=2)=[O:11])[CH:5]=[CH:6][C:7]=1[CH3:8] |f:3.4|. Procedure details: To a suspension of N-(3-chloro-4-methylphenyl)-6-{[(2,5-dichlorophenyl)carbonyl]amino}-2-(dimethylamino)-1H-benzimidazole-4-carboxamide (200 mg) (obtained in Example 207) in MeOH (2 ml), was added methanesulfonic acid (1 Eq). The mixture was stirred at room temperature for 30 minutes, and filtered off through glass filter to collect crystals, which were dried under reduced pressure to obtain the titled compound (180 mg) as white powder. The reactants are [BH4-], CCO, ClCCl, COc1ccc2ncc(F)c(C(O)CN3CCC(CN)C3)c2n1, [Na+], [Na+], [Na+], O=S(=O)([O-])[O-], O=Cc1ccc2c(n1)NC(=O)CS2. Product: COc1ccc2ncc(F)c(C(O)CN3CCC(CNCc4ccc5c(n4)NC(=O)CS5)C3)c2n1. Reaction SMILES: [BH4-:44].[CH3:49][CH2:50][OH:51].[Cl:46][CH2:47][Cl:48].[NH2:1][CH2:2][CH:3]1[CH2:4][N:5]([CH2:8][CH:9]([OH:10])[c:11]2[c:12]([F:23])[cH:13][n:14][c:15]3[cH:16][cH:17][c:18]([O:21][CH3:22])[n:19][c:20]23)[CH2:6][CH2:7]1.[Na+:37].[Na+:38].[Na+:45].[O-:39][S:40]([O-:41])(=[O:42])=[O:43].[O:24]=[C:25]1[NH:26][c:27]2[c:28]([cH:31][cH:32][c:33]([CH:35]=[O:36])[n:34]2)[S:29][CH2:30]1>>[NH:1]([CH2:2][CH:3]1[CH2:4][N:5]([CH2:8][CH:9]([OH:10])[c:11]2[c:12]([F:23])[cH:13][n:14][c:15]3[cH:16][cH:17][c:18]([O:21][CH3:22])[n:19][c:20]23)[CH2:6][CH2:7]1)[CH2:35][c:33]1[cH:32][cH:31][c:28]2[c:27]([n:34]1)[NH:26][C:25](=[O:24])[CH2:30][S:29]2. The reactants are BrC=1N=C(SC1)CO ((4-bromo-1,3-thiazol-2-yl)methanol), C(C1=CC=CC=C1)OC1=C(C=CC=C1)B(O)O (2-benzyloxyphenylboronic acid), C([O-])([O-])=O.[Na+].[Na+] (sodium carbonate). The solvent is COCCOC.C(C)O (1,2-dimethoxyethane ethanol). Conditions: temperature 90 celsius, time 8 hour. Product: C(C1=CC=CC=C1)OC1=C(C=CC=C1)C=1N=C(SC1)CO ({4-[2-(benzyloxy)phenyl]-1,3-thiazol-2-yl}methanol). Yield: 87.7%. Reaction SMILES: Br[C:2]1[N:3]=[C:4]([CH2:7][OH:8])[S:5][CH:6]=1.[CH2:9]([O:16][C:17]1[CH:22]=[CH:21][CH:20]=[CH:19][C:18]=1B(O)O)[C:10]1[CH:15]=[CH:14][CH:13]=[CH:12][CH:11]=1.C(=O)([O-])[O-].[Na+].[Na+]>COCCOC.C(O)C>[CH2:9]([O:16][C:17]1[CH:22]=[CH:21][CH:20]=[CH:19][C:18]=1[C:2]1[N:3]=[C:4]([CH2:7][OH:8])[S:5][CH:6]=1)[C:10]1[CH:15]=[CH:14][CH:13]=[CH:12][CH:11]=1 |f:2.3.4,5.6|. Reported procedure: To a mixed solution of the compound (900 mg, 4.6 mmol) obtained in Example 30a, 2-benzyloxyphenylboronic acid (1.3 g, 5.6 mmol) and 2M aqueous sodium carbonate solution (2.8 mL, 5.6 mmol) in 1,2-dimethoxyethane-ethanol (v/v=3/1, 12 mL) was added [1,1′-bis(diphenylphosphino)ferrocene]dichloropalladium(II) dichloromethane complex (380 mg, 0.46 mmol), and the mixture was stirred at 90° C. overnight. The resulting salt was filtered and removed, and the solvent was evaporated under reduced pressure. ... The product is C(CCC)C=1N(C(N(N1)CC(=O)C1=CC=CC=C1)=O)CC1=CC=C(C=C1)C1=C(C=CC=C1)C1=NN=NN1C(C1=CC=CC=C1)(C1=CC=CC=C1)C1=CC=CC=C1 (5-n-Butyl-2,4-dihydro-2-phenacyl-4-[[2'-(N-trityltetrazol-5-yl)biphenyl-4-yl]methyl]-3H-1,2,4-triazol-3-one). The yield is 81.0%. Reported procedure: The alkylation of 5-n-butyl-2,4-dihydro-4-[[2'-(N-trityltetrazol-5-yl)biphenyl-4-yl]methyl]-3H- 1,2,4-triazol-3-one (from Example 2, Step D) with phenacyl bromide was carried out as described in Example 3, Step A, except that only 3 equivalents of the alkylating agent was used. After work-up, the residue was flash chromatographed over silica gel (25 mL for 0.162 mmole, gradient elution using 0.5-2.0% MeOH/CH2Cl2) to give the desired compound as a white foam in 81% yield, homogeneous by TLC in 2%... Reactants: C(CCC)C=1N(C(NN1)=O)CC1=CC=C(C=C1)C1=C(C=CC=C1)C1=NN=NN1C(C1=CC=CC=C1)(C1=CC=CC=C1)C1=CC=CC=C1 (5-n-Butyl-2,4-dihydro-4-[[2'-(N-trityltetrazol-5-yl)biphenyl-4-yl]methyl]-3H-1,2,4-triazol-3-one), C(C(=O)C1=CC=CC=C1)Br (phenacyl bromide). RXN SMILES: [CH2:1]([C:5]1[N:6]([CH2:11][C:12]2[CH:17]=[CH:16][C:15]([C:18]3[CH:23]=[CH:22][CH:21]=[CH:20][C:19]=3[C:24]3[N:28]([C:29]([C:42]4[CH:47]=[CH:46][CH:45]=[CH:44][CH:43]=4)([C:36]4[CH:41]=[CH:40][CH:39]=[CH:38][CH:37]=4)[C:30]4[CH:35]=[CH:34][CH:33]=[CH:32][CH:31]=4)[N:27]=[N:26][N:25]=3)=[CH:14][CH:13]=2)[C:7](=[O:10])[NH:8][N:9]=1)[CH2:2][CH2:3][CH3:4].[CH2:48](Br)[C:49]([C:51]1[CH:56]=[CH:55][CH:54]=[CH:53][CH:52]=1)=[O:50]>>[CH2:1]([C:5]1[N:6]([CH2:11][C:12]2[CH:13]=[CH:14][C:15]([C:18]3[CH:23]=[CH:22][CH:21]=[CH:20][C:19]=3[C:24]3[N:28]([C:29]([C:36]4[CH:37]=[CH:38][CH:39]=[CH:40][CH:41]=4)([C:30]4[CH:31]=[CH:32][CH:33]=[CH:34][CH:35]=4)[C:42]4[CH:47]=[CH:46][CH:45]=[CH:44][CH:43]=4)[N:27]=[N:26][N:25]=3)=[CH:16][CH:17]=2)[C:7](=[O:10])[N:8]([CH2:48][C:49]([C:51]2[CH:56]=[CH:55][CH:54]=[CH:53][CH:52]=2)=[O:50])[N:9]=1)[CH2:2][CH2:3][CH3:4].